This data is from the Open Reaction Database (ORD), a public repository of structured organic reaction records. The task is: describe an organic reaction: reactants, conditions, products, and yield Starting materials: C1CCNCC1, CC(C)(C)[O-], COCCOC, Clc1ccccc1, [Na+]. Product: c1ccc(C2CCNCC2)cc1. RXN SMILES: [CH2:8]1[CH2:9][CH2:10][NH:11][CH2:12][CH2:13]1.[CH3:14][C:15]([CH3:16])([O-:17])[CH3:18].[CH3:20][O:21][CH2:22][CH2:23][O:24][CH3:25].[Cl:1][c:2]1[cH:3][cH:4][cH:5][cH:6][cH:7]1.[Na+:19]>>[c:2]1([CH:8]2[CH2:9][CH2:10][NH:11][CH2:12][CH2:13]2)[cH:3][cH:4][cH:5][cH:6][cH:7]1.